This data is from the Open Reaction Database (ORD), a public repository of structured organic reaction records. The task is: describe an organic reaction: reactants, conditions, products, and yield Reactants: C(CC)C=1C=NC(=NC1)N1CCC(CC1)CC=1OC2=C(N1)C=CC(=C2)C2=CCN(CC2)C(=O)OC(C)(C)C (tert-Butyl 4-(2-((1-(5-propylpyrimidin-2-yl)piperidin-4-yl)methyl)benzo[d]oxazol-6-yl)-5,6-dihydropyridine-1 (2H)-carboxylate), C(=O)(C(F)(F)F)O (TFA), C(CC)C=1C=NC(=NC1)N1CCC(CC1)OC=1SC2=C(N1)C=CC(=C2)C=2CCNCC2 (2-(1-(5-Propylpyrimidin-2-yl)piperidin-4-yloxy)-6-(1,2,3,6-tetrahydropyridin-4-yl)benzo[d]thiazole). Product: C(CC)C=1C=NC(=NC1)N1CCC(CC1)CC=1OC2=C(N1)C=CC(=C2)C=2CCNCC2 (2-((1-(5-Propylpyrimidin-2-yl)piperidin-4-yl)methyl)-6-(1,2,3,6-tetrahydropyridin-4-yl)benzo[d]oxazole). Reaction SMILES: [CH2:1]([C:4]1[CH:5]=[N:6][C:7]([N:10]2[CH2:15][CH2:14][CH:13]([CH2:16][C:17]3[O:18][C:19]4[CH:25]=[C:24]([C:26]5[CH2:31][CH2:30][N:29](C(OC(C)(C)C)=O)[CH2:28][CH:27]=5)[CH:23]=[CH:22][C:20]=4[N:21]=3)[CH2:12][CH2:11]2)=[N:8][CH:9]=1)[CH2:2][CH3:3].C(O)(C(F)(F)F)=O.C(C1C=NC(N2CCC(OC3SC4C=C(C5CCNCC=5)C=CC=4N=3)CC2)=NC=1)CC>>[CH2:1]([C:4]1[CH:5]=[N:6][C:7]([N:10]2[CH2:15][CH2:14][CH:13]([CH2:16][C:17]3[O:18][C:19]4[CH:25]=[C:24]([C:26]5[CH2:31][CH2:30][NH:29][CH2:28][CH:27]=5)[CH:23]=[CH:22][C:20]=4[N:21]=3)[CH2:12][CH2:11]2)=[N:8][CH:9]=1)[CH2:2][CH3:3]. Procedure: Compound 29E was prepared from Compound 29D and TFA in a similar manner to the procedure described for Compound 1E in Example 1. LCMS (m/z)=418 (M+H)+. RXN SMILES: [C:1](=[O:2])([OH:3])[CH2:4][CH2:5][c:6]1[c:7]([CH3:34])[c:8]([C:31]([OH:32])=[O:33])[nH:9][c:10]1[CH:11]=[C:12]1[C:13](=[O:30])[NH:14][c:15]2[cH:16][c:17](-[c:21]3[cH:22][c:23]([O:27][CH2:28][CH3:29])[cH:24][cH:25][cH:26]3)[cH:18][cH:19][c:20]21.[ClH:38].[K+:36].[OH-:35].[OH2:37].[OH:39][CH2:40][CH2:41][OH:42]>>[C:1](=[O:2])([OH:3])[CH2:4][CH2:5][c:6]1[c:7]([CH3:34])[cH:8][nH:9][c:10]1[CH:11]=[C:12]1[C:13](=[O:30])[NH:14][c:15]2[cH:16][c:17](-[c:21]3[cH:22][c:23]([O:27][CH2:28][CH3:29])[cH:24][cH:25][cH:26]3)[cH:18][cH:19][c:20]21. Product: CCOc1cccc(-c2ccc3c(c2)NC(=O)C3=Cc2[nH]cc(C)c2CCC(=O)O)c1. Starting materials: CCOc1cccc(-c2ccc3c(c2)NC(=O)C3=Cc2[nH]c(C(=O)O)c(C)c2CCC(=O)O)c1, Cl, [K+], [OH-], O, OCCO. Reactants: O=C1NC(Cc2ccccc2)CO1, C1CCOC1, [Li]CCCC, CCCCCC, [Cl-]. The product is CCCCCC(=O)N1C(=O)OCC1Cc1ccccc1. RXN SMILES: [CH2:1]([c:2]1[cH:3][cH:4][cH:5][cH:6][cH:7]1)[CH:8]1[NH:9][C:10](=[O:13])[O:11][CH2:12]1.[CH2:26]1[CH2:29][CH2:28][CH2:27][O:30]1.[CH3:14][CH2:15][CH2:16][CH2:17][Li:18].[CH3:19][CH2:20][CH2:21][CH2:22][CH2:23][CH3:24].[Cl-:25]>>[CH2:1]([c:2]1[cH:3][cH:4][cH:5][cH:6][cH:7]1)[CH:8]1[N:9]([C:19]([CH2:20][CH2:21][CH2:22][CH2:23][CH3:24])=[O:30])[C:10](=[O:13])[O:11][CH2:12]1. Starting materials: COC(C1=CC(=C(C(=C1)OC)O)CC=C)=O (3-Allyl-4-hydroxy-5-methoxybenzoic acid methyl ester), [Li+].[OH-] (LiOH), [OH-].[Na+] (NaOH). Run at time 18 hour. Yields the product C(C=C)C=1C=C(C(=O)O)C=C(C1O)OC (3-Allyl-4-hydroxy-5-methoxybenzoic acid). Reaction SMILES: C[O:2][C:3](=[O:16])[C:4]1[CH:9]=[C:8]([O:10][CH3:11])[C:7]([OH:12])=[C:6]([CH2:13][CH:14]=[CH2:15])[CH:5]=1.[Li+].[OH-].[OH-].[Na+]>>[CH2:13]([C:6]1[CH:5]=[C:4]([CH:9]=[C:8]([O:10][CH3:11])[C:7]=1[OH:12])[C:3]([OH:16])=[O:2])[CH:14]=[CH2:15] |f:1.2,3.4|. Procedure: 3-Allyl-4-hydroxy-5-methoxybenzoic acid was prepared from 3-allyl-4-hydroxy-5-methoxybenzoic acid methyl ester (Example 1, Step 2) using Method E. In this method LiOH was replaced with NaOH and the reaction was conducted at room temperature for 18 h. The product was extracted with ether. The crude product was used without further purification.